This data is from the Open Reaction Database (ORD), a public repository of structured organic reaction records. The task is: describe an organic reaction: reactants, conditions, products, and yield The reactants are solution, OC(=O)C(C)C1=CC=C(CC(C)C)C=C1 ((−)-ibuprofen), [N+](=[N-])=C (diazomethane). Run in C(C)OCC (ethyl ether), C(C)OCC (ethyl ether). The product is C(C(C)C)C1=CC=C(C=C1)[C@H](C(=O)OC)C (methyl (R) (−) 2-(4′-isobutylphenyl)-propionate). Reaction SMILES: [OH:1][C:2]([CH:4]([C:6]1[CH:15]=[CH:14][C:9]([CH2:10][CH:11]([CH3:13])[CH3:12])=[CH:8][CH:7]=1)[CH3:5])=[O:3].[N+](=[CH2:18])=[N-]>C(OCC)C>[CH2:10]([C:9]1[CH:8]=[CH:7][C:6]([C@@H:4]([CH3:5])[C:2]([O:1][CH3:18])=[O:3])=[CH:15][CH:14]=1)[CH:11]([CH3:12])[CH3:13]. Procedure: A solution of (R) (−)-ibuprofen (3.45 g) in ethyl ether, cooled to 5° C., is treated, dropwise, with a 0.6 M solution of diazomethane in ethyl ether, up to a persistent yellow colour. The solvent is removed—under vacuum; the residual oil is purified by flash chromatography to yield 3.3 g of methyl (R) (−) 2-(4′-isobutylphenyl)-propionate. The reactants are C(C)OC(C(=CNN(C)C=O)C(C1=C(C(=C(C(=C1)F)F)F)F)=O)=O (3-(2-formyl-2-methylhydrazino)-2-(2,3,4,5-tetrafluorobenzoyl)acrylic acid ethyl ester), CN1CCNCC1 (N-methyl-piperazine), CN1CCNCC1 (N-methyl-piperazine). Solvent: C1(=CC=CC=C1)C (toluene). Conditions: time 50 minute. Product: C(C)OC(=O)C1=CN(C2=C(C(=C(C=C2C1=O)F)N1CCN(CC1)C)F)N(C=O)C (6,8-difluoro-1,4-dihydro-1-(N-methylformamido)7-(4-methyl- 1-piperazinyl)-4-oxo-3-quinoline-carboxylic acid ethyl ester). Yield: 88.3%. As a reaction SMILES: [CH2:1]([O:3][C:4](=[O:24])[C:5]([C:12](=[O:23])[C:13]1[CH:18]=[C:17]([F:19])[C:16](F)=[C:15]([F:21])[C:14]=1F)=[CH:6][NH:7][N:8]([CH:10]=[O:11])[CH3:9])[CH3:2].[CH3:25][N:26]1[CH2:31][CH2:30][NH:29][CH2:28][CH2:27]1>C1(C)C=CC=CC=1>[CH2:1]([O:3][C:4]([C:5]1[C:12](=[O:23])[C:13]2[C:14](=[C:15]([F:21])[C:16]([N:29]3[CH2:30][CH2:31][N:26]([CH3:25])[CH2:27][CH2:28]3)=[C:17]([F:19])[CH:18]=2)[N:7]([N:8]([CH3:9])[CH:10]=[O:11])[CH:6]=1)=[O:24])[CH3:2]. Reported procedure: A suspension of 4.92 g (15 mmol) of 3-(2-formyl-2-methylhydrazino)-2-(2,3,4,5-tetrafluorobenzoyl)acrylic acid ethyl ester and 3.41 ml (30.1 mmol) of N-methyl-piperazine in 15 ml of toluene were heated at reflux for 7.5 hours after which a clear, yellow solution was formed. After the addition of further 2.08 ml of N-methyl-piperazine the mixture was heated for 2 hours, cooled and evaporated at 49° C./130 torr. The yellowish oil (13.7 g) was taken up in 30 ml of dichloromethane, washed with 50 ml ... The reactants are C(#N)C=1C=C2C3C(C(OC2=CC1)(C)C)O3 (6-cyano-2,2-dimethyl-3,4-epoxychromane), methanolic solution, O.NN (hydrazine hydrate), CC=1C=CC(NN1)=O (6-methylpyridazin-3-one), C(CCC(=O)C)(=O)OCC (ethyl levulinate), [OH-].C(C1=CC=CC=C1)[N+](C)(C)C (benzyltrimethylammonium hydroxide). Run in O (water), O1CCOCC1 (dioxane). Reaction conditions: time 2 day. The product is C(#N)C=1C=C2[C@H]([C@@H](C(OC2=CC1)(C)C)O)N1N=C(C=CC1=O)C (trans-6-Cyano-4-(I,6-dihydro-3-methyl-6-oxopyridazin-1-yl)-2,2-dimethylchroman-3-ol). The yield is 38.8%. RXN SMILES: [C:1]([C:3]1[CH:4]=[C:5]2[C:10](=[CH:11][CH:12]=1)[O:9][C:8]([CH3:14])([CH3:13])[CH:7]1[O:15][CH:6]21)#[N:2].[CH3:16][C:17]1[CH:18]=[CH:19][C:20](=[O:23])[NH:21][N:22]=1.C(OCC)(=O)CCC(C)=O.O.NN.[OH-].C([N+](C)(C)C)C1C=CC=CC=1>O1CCOCC1.O>[C:1]([C:3]1[CH:4]=[C:5]2[C:10](=[CH:11][CH:12]=1)[O:9][C:8]([CH3:14])([CH3:13])[C@@H:7]([OH:15])[C@@H:6]2[N:21]1[C:20](=[O:23])[CH:19]=[CH:18][C:17]([CH3:16])=[N:22]1)#[N:2] |f:3.4,5.6|. Procedure details: A mixture is prepared which contains 1 g of 6-cyano-2,2-dimethyl-3,4-epoxychromane and 1.1 g of 6-methylpyridazin-3-one (prepared by the method described in J. Chem. Soc., 1947, p. 241, by reacting ethyl levulinate with hydrazine hydrate) in 10 ml of dioxane containing 0.1 ml of a 35% methanolic solution of benzyltrimethylammonium hydroxide. After 2 days at room temperature, the mixture is diluted with water and filtered, the material on the filter is dissolved in ethyl acetate, the water is the... Starting materials: C1CCOC1, [Li]CCCC, CN(C)CCN(C)C, Fc1cccnc1, CN(C)C=O. Product: O=Cc1ccncc1F. As a reaction SMILES: [CH2:26]1[O:27][CH2:28][CH2:29][CH2:30]1.[CH2:9]([Li:10])[CH2:11][CH2:12][CH3:13].[CH3:1][N:2]([CH3:3])[CH2:4][CH2:5][N:6]([CH3:7])[CH3:8].[F:14][c:15]1[cH:16][n:17][cH:18][cH:19][cH:20]1.[O:21]=[CH:22][N:23]([CH3:24])[CH3:25]>>[F:14][c:15]1[cH:16][n:17][cH:18][cH:19][c:20]1[CH:22]=[O:21]. Reactants: C(C)(=O)N1[C@@H]([C@H]([C@@H](C=2C=CN3C(C12)=NC(=C3)C)OC(C(C)(C)C)=O)OCCOC)C3=CC=CC=C3 ((7R,8R,9R)-10-acetyl-8-(2-methoxyethoxy)-2-methyl-9-phenyl-7-pivaloyloxy-7.8.9.10-tetrahydroimidazo[1.2-h][1.7]naphthyridine), C1CC(=O)N(C1=O)Br (NBS). Run in C(C)O (ethanol). Conditions: time 1 hour. The product is C(C)(=O)N1[C@@H]([C@H]([C@@H](C=2C=CN3C(C12)=NC(=C3Br)C)OC(C(C)(C)C)=O)OCCOC)C3=CC=CC=C3 ((7R,8R,9R)-10-Acetyl-3-bromo-8-(2-methoxyethoxy)-2-methyl-9-phenyl-7-pivaloyloxy-7.8.9.10-tetrahydroimidazo[1.2-h][1.7]naphthyridine). Reaction SMILES: [C:1]([N:4]1[C:13]2[C:12]3=[N:14][C:15]([CH3:17])=[CH:16][N:11]3[CH:10]=[CH:9][C:8]=2[C@@H:7]([O:18][C:19](=[O:24])[C:20]([CH3:23])([CH3:22])[CH3:21])[C@H:6]([O:25][CH2:26][CH2:27][O:28][CH3:29])[C@H:5]1[C:30]1[CH:35]=[CH:34][CH:33]=[CH:32][CH:31]=1)(=[O:3])[CH3:2].C1C(=O)N([Br:43])C(=O)C1>C(O)C>[C:1]([N:4]1[C:13]2[C:12]3=[N:14][C:15]([CH3:17])=[C:16]([Br:43])[N:11]3[CH:10]=[CH:9][C:8]=2[C@@H:7]([O:18][C:19](=[O:24])[C:20]([CH3:23])([CH3:22])[CH3:21])[C@H:6]([O:25][CH2:26][CH2:27][O:28][CH3:29])[C@H:5]1[C:30]1[CH:31]=[CH:32][CH:33]=[CH:34][CH:35]=1)(=[O:3])[CH3:2]. Procedure: To a of 0° C. cooled solution of 0.40 g (0.83 mmol) (7R,8R,9R)-10-acetyl-8-(2-methoxyethoxy)-2-methyl-9-phenyl-7-pivaloyloxy-7.8.9.10-tetrahydroimidazo[1.2-h][1.7]naphthyridine in ethanol (5 ml) is added 0.15 g (0.83 mmol) NBS and the mixture is stirred for 1 h. Afterwards the reaction is quenched by adding of saturated aqueous sodium hydrogen carbonate solution and it is extracted twice with dichloromethane. The combined organic layers are washed with brine, dried over sodium sulphate and evapo... The reactants are CN(C)C=O, COC1(C(=O)Nc2ccc3[nH]nc(-c4ccc(OC(C)C)cc4)c3c2)CCNC1, CCN(C(C)C)C(C)C, O=C(CCl)N1CCN(c2ccc(-c3ncccn3)c(F)c2)CC1. The product is COC1(C(=O)Nc2ccc3[nH]nc(-c4ccc(OC(C)C)cc4)c3c2)CCN(CC(=O)N2CCN(c3ccc(-c4ncccn4)c(F)c3)CC2)C1. RXN SMILES: [CH3:62][N:63]([CH3:64])[CH:65]=[O:66].[CH:1]([CH3:2])([CH3:3])[O:4][c:5]1[cH:6][cH:7][c:8](-[c:11]2[n:12][nH:13][c:14]3[cH:15][cH:16][c:17]([NH:20][C:21](=[O:22])[C:23]4([O:28][CH3:29])[CH2:24][NH:25][CH2:26][CH2:27]4)[cH:18][c:19]23)[cH:9][cH:10]1.[CH:53]([N:54]([CH:55]([CH3:56])[CH3:57])[CH2:58][CH3:59])([CH3:60])[CH3:61].[Cl:30][CH2:31][C:32](=[O:33])[N:34]1[CH2:35][CH2:36][N:37]([c:40]2[cH:41][c:42]([F:52])[c:43](-[c:46]3[n:47][cH:48][cH:49][cH:50][n:51]3)[cH:44][cH:45]2)[CH2:38][CH2:39]1>>[CH:1]([CH3:2])([CH3:3])[O:4][c:5]1[cH:6][cH:7][c:8](-[c:11]2[n:12][nH:13][c:14]3[cH:15][cH:16][c:17]([NH:20][C:21](=[O:22])[C:23]4([O:28][CH3:29])[CH2:24][N:25]([CH2:31][C:32](=[O:33])[N:34]5[CH2:35][CH2:36][N:37]([c:40]6[cH:41][c:42]([F:52])[c:43](-[c:46]7[n:47][cH:48][cH:49][cH:50][n:51]7)[cH:44][cH:45]6)[CH2:38][CH2:39]5)[CH2:26][CH2:27]4)[cH:18][c:19]23)[cH:9][cH:10]1. The reactants are COC(=O)C1=NSC2=C1C(=CC(=C2)C)C (4,6-dimethyl-benzo[d]isothiazole-3-carboxylic acid methyl ester), [H-].[Al+3].[Li+].[H-].[H-].[H-] (lithium aluminum hydride), C(=O)(O)[O-].[Na+] (NaHCO3). The solvent is C1CCOC1 (THF). Conditions: time 1 hour. Product: CC1=CC(=CC2=C1C(=NS2)CO)C ((4,6-Dimethyl-benzo[d]isothiazol-3-yl)-methanol). Reaction SMILES: C[O:2][C:3]([C:5]1[C:9]2[C:10]([CH3:15])=[CH:11][C:12]([CH3:14])=[CH:13][C:8]=2[S:7][N:6]=1)=O.[H-].[Al+3].[Li+].[H-].[H-].[H-].C([O-])(O)=O.[Na+]>C1COCC1>[CH3:15][C:10]1[C:9]2[C:5]([CH2:3][OH:2])=[N:6][S:7][C:8]=2[CH:13]=[C:12]([CH3:14])[CH:11]=1 |f:1.2.3.4.5.6,7.8|. Reported procedure: To a solution of 4,6-dimethyl-benzo[d]isothiazole-3-carboxylic acid methyl ester (100 mg, 0.45 mmol) in THF (10 mL) was added lithium aluminum hydride (LiAlH4) (34 mg, 0.9 mmol) at 0° C. under nitrogen atmosphere. The solution was stirred at the same temperature for 1 hour. Sat. NaHCO3 was added and the solution was extracted with EtOAc. The combined organic layer was dried with MgSO4 and filtered. The filtrate was concentrated and the residue was used in the next step of the synthesis without f...